describe an organic reaction: reactants, conditions, products, and yield From a dataset of the Open Reaction Database (ORD), a public repository of structured organic reaction records. Starting materials: O=C1NOC(=C1)[C@@H]1C[C@@H](N(CC1)C(=O)OC)C1=C(C=C(C(=C1)F)F)F ((2R,4S)-methyl 4-(3-oxo-2,3-dihydroisoxazol-5-yl)-2-(2,4,5-trifluorophenyl)piperidine-1-carboxylate), Br (hydrogen bromide). Conditions: time 8 hour. Yields the product FC1=C(C=C(C(=C1)F)F)[C@@H]1NCC[C@@H](C1)C1=CC(NO1)=O (5-((2R,4S)-2-(2,4,5-trifluorophenyl)piperidin-4-yl)isoxazol-3(2H)-one). Isolated yield 73.9%. As a reaction SMILES: [O:1]=[C:2]1[CH:6]=[C:5]([C@H:7]2[CH2:12][CH2:11][N:10](C(OC)=O)[C@@H:9]([C:17]3[CH:22]=[C:21]([F:23])[C:20]([F:24])=[CH:19][C:18]=3[F:25])[CH2:8]2)[O:4][NH:3]1.Br>>[F:25][C:18]1[CH:19]=[C:20]([F:24])[C:21]([F:23])=[CH:22][C:17]=1[C@H:9]1[CH2:8][C@@H:7]([C:5]2[O:4][NH:3][C:2](=[O:1])[CH:6]=2)[CH2:12][CH2:11][NH:10]1. Procedure details: (2R,4S)-methyl 4-(3-oxo-2,3-dihydroisoxazol-5-yl)-2-(2,4,5-trifluorophenyl)piperidine-1-carboxylate (259 mg, 0.73 mmol) was dissolved in hydrogen bromide (33% in acetic acid, 4 mL, 22.84 mmol) and the mixture stirred at room temperature overnight. The solvent was evaporated and the residue purified by preparative HPLC (Instrument: FractionLynx II, Mobilphase: gradient 5-95% MeCN in 0.2% NH3, pH 10, Column: Xbridge Prep C18 5 μm OBD 19*150 mm) to yield 5-((2R,4S)-2-(2,4,5-trifluorophenyl)piperidi... The reactants are solid, Cl.Cl.Cl.O1CCC=2C1=C(N=CC2)N2CCN(CC2)CC[C@@H]2CC[C@H](CC2)N (trans-4-{2-[4-(2,3-dihydro-furo[2,3-c]pyridin-7-yl)-piperazin-1-yl]-ethyl}-cyclohexylamine trihydrochloride), Cl.Cl.Cl.O1CCC=2C1=C(N=CC2)N2CCN(CC2)CC[C@@H]2CC[C@H](CC2)N (trans-4-{2-[4-(2,3-dihydro-furo[2,3-c]pyridin-7-yl)-piperazin-1-yl]-ethyl}-cyclohexylamine trihydrochloride), CN1CCN(CC1)C1=CC=C(C(=O)O)C=C1 (4-(4-methyl-piperazin-1-yl)-benzoic acid). Product: O1CCC=2C1=C(N=CC2)N2CCN(CC2)CC[C@@H]2CC[C@H](CC2)NC(C2=CC=C(C=C2)N2CCN(CC2)C)=O (trans-N-(4-{2-[4-(2,3-Dihydro-furo[2,3-c]pyridin-7-yl)-piperazin-1-yl]-ethyl}-cyclohexyl)-4-(4-methyl-piperazin-1-yl)-benzamide). As a reaction SMILES: Cl.Cl.Cl.[O:4]1[C:8]2=[C:9]([N:13]3[CH2:18][CH2:17][N:16]([CH2:19][CH2:20][C@H:21]4[CH2:26][CH2:25][C@H:24]([NH2:27])[CH2:23][CH2:22]4)[CH2:15][CH2:14]3)[N:10]=[CH:11][CH:12]=[C:7]2[CH2:6][CH2:5]1.[CH3:28][N:29]1[CH2:34][CH2:33][N:32]([C:35]2[CH:43]=[CH:42][C:38]([C:39](O)=[O:40])=[CH:37][CH:36]=2)[CH2:31][CH2:30]1>>[O:4]1[C:8]2=[C:9]([N:13]3[CH2:18][CH2:17][N:16]([CH2:19][CH2:20][C@H:21]4[CH2:26][CH2:25][C@H:24]([NH:27][C:39](=[O:40])[C:38]5[CH:37]=[CH:36][C:35]([N:32]6[CH2:31][CH2:30][N:29]([CH3:28])[CH2:34][CH2:33]6)=[CH:43][CH:42]=5)[CH2:23][CH2:22]4)[CH2:15][CH2:14]3)[N:10]=[CH:11][CH:12]=[C:7]2[CH2:6][CH2:5]1 |f:0.1.2.3|. Procedure details: The title compound, white solid (116 mg, 87%), MS (ISP) m/z=533.4 [(M+H)+], mp 235.5° C., was prepared in accordance with the general method of example 6 from trans-4-{2-[4-(2,3-dihydro-furo[2,3-c]pyridin-7-yl)-piperazin-1-yl]-ethyl}-cyclohexylamine trihydrochloride (intermediate B) (110 mg, 0.25 mmol) and 4-(4-methyl-piperazin-1-yl)-benzoic acid.